Dataset: the Open Reaction Database (ORD), a public repository of structured organic reaction records. Task: describe an organic reaction: reactants, conditions, products, and yield Starting materials: O (Water), NC=1C=C2C=CNC2=CC1 (5-aminoindole), N1=CC=CC=C1 (pyridine), ClC(=O)OCC(Cl)(Cl)Cl (2,2,2-trichloroethyl chloroformate). Solvent: O1CCCC1 (tetrahydrofuran). Yields the product N1C=CC2=CC(=CC=C12)NC(OCC(Cl)(Cl)Cl)=O (2,2,2-Trichloroethyl 1H-indol-5-ylcarbamate). Yield: 14.3%. RXN SMILES: [NH2:1][C:2]1[CH:3]=[C:4]2[C:8](=[CH:9][CH:10]=1)[NH:7][CH:6]=[CH:5]2.N1C=CC=CC=1.Cl[C:18]([O:20][CH2:21][C:22]([Cl:25])([Cl:24])[Cl:23])=[O:19].O>O1CCCC1>[NH:7]1[C:8]2[C:4](=[CH:3][C:2]([NH:1][C:18](=[O:19])[O:20][CH2:21][C:22]([Cl:25])([Cl:24])[Cl:23])=[CH:10][CH:9]=2)[CH:5]=[CH:6]1. Procedure details: To a solution of 5-aminoindole (1.00 g, 7.57 mmol) and pyridine (0.720 ml, 9.08 mmol) in tetrahydrofuran (25 ml) was added, under ice-cooling, 2,2,2-trichloroethyl chloroformate (1.26 ml, 9.08 mmol), and the mixture was stirred at room temperature for 1 hour and half. Water was poured to the reaction mixture, and the resulting solution was extracted with ethyl acetate. The extract was washed with water and dried over anhydrous magnesium sulfate, and the solvent was distilled off under reduced pr... The reactants are C(C)(=O)C=1C=C(C(NC1C=CN(C)C)=O)C#N (5-Acetyl-1,2-dihydro-6-(2-dimethylaminoethenyl)-2-oxo-3-pyridinecarbonitrile), C(C)(=O)C=1C=C(C(NC1C)=O)C#N (5-acetyl-1,2-dihydro-6-methyl-2-oxo-3-pyridinecarbonitrile), COC(N(C)C)OC (dimethylformamide dimethyl acetal). Run in CO (methanol). Run at time 0.5 hour. Yields the product C(C)(=O)C=1C=C(C(N(C1)C=CN(C)C)=O)C#N (5-acetyl-1,2-dihyro-(2-dimethylaminoethenyl)-2-oxo-3-pyridinecarbonitrile). As a reaction SMILES: C(C1C=C(C#N)C(=O)NC=1[CH:10]=[CH:11][N:12]([CH3:14])[CH3:13])(=O)C.[C:18]([C:21]1[CH:22]=[C:23]([C:29]#[N:30])[C:24](=[O:28])[NH:25][C:26]=1C)(=[O:20])[CH3:19].COC(OC)N(C)C>CO>[C:18]([C:21]1[CH:22]=[C:23]([C:29]#[N:30])[C:24](=[O:28])[N:25]([CH:10]=[CH:11][N:12]([CH3:14])[CH3:13])[CH:26]=1)(=[O:20])[CH3:19]. Procedure details: D-3. 5-Acetyl-1,2-dihydro-6-(2-dimethylaminoethenyl)-2-oxo-3-pyridinecarbonitrile--A mixture containing 35.2 g of 5-acetyl-1,2-dihydro-6-methyl-2-oxo-3-pyridinecarbonitrile, 300 ml of methanol and 30 ml of dimethylformamide dimethyl acetal was heated with stirring on a steam bath for 4 and 1/2 hours and then allowed to cool to room temperature. The precipitated yellow solid was collected, washed with methanol and dried in an oven under reduced pressure at 95° C. to yield 16.4 g of 5-acetyl-1,2-d... Product: CC(C)(C)C(NC(=O)c1cc(Cl)cc(Cl)c1)Nc1c(Nc2cccnc2)c(=O)c1=O. As a reaction SMILES: [K+:40].[K+:41].[NH2:1][c:2]1[c:3](=[O:14])[c:4](=[O:13])[c:5]1[NH:6][c:7]1[cH:8][n:9][cH:10][cH:11][cH:12]1.[O-:42][C:43]([O-:44])=[O:45].[n:15]1([CH:24]([C:25]([CH3:26])([CH3:27])[CH3:28])[NH:29][C:30]([c:31]2[cH:32][c:33]([Cl:38])[cH:34][c:35]([Cl:37])[cH:36]2)=[O:39])[c:16]2[cH:17][cH:18][cH:19][cH:20][c:21]2[n:22][n:23]1>>[NH:1]([c:2]1[c:3](=[O:14])[c:4](=[O:13])[c:5]1[NH:6][c:7]1[cH:8][n:9][cH:10][cH:11][cH:12]1)[CH:24]([C:25]([CH3:26])([CH3:27])[CH3:28])[NH:29][C:30]([c:31]1[cH:32][c:33]([Cl:38])[cH:34][c:35]([Cl:37])[cH:36]1)=[O:39]. Starting materials: [K+], [K+], Nc1c(Nc2cccnc2)c(=O)c1=O, O=C([O-])[O-], CC(C)(C)C(NC(=O)c1cc(Cl)cc(Cl)c1)n1nnc2ccccc21. Reactants: C(C)(=O)O (acetic acid), crude product, [H-].[Na+] (Sodium hydride), C(C)(=O)OCC=1C=C(C=C2C(=C(C=NC12)C(=O)OCC)O)C (ethyl 8-((acetyloxy)methyl)-4-hydroxy-6-methyl-3-quinolinecarboxylate), ClC(=O)OCC(C)C (isobutyl chloroformate). The solvent is C(C)(=O)OCC (ethyl acetate), CN1C(CCC1)=O (N-methylpyrrolidinone). Conditions: time 30 minute. Product: C(C)(=O)OCC=1C=C(C=C2C(C(=CN(C12)C(=O)OCC(C)C)C(=O)OCC)=O)C (3-Ethyl 1-Isobutyl 8-((acetyloxy)methyl)-6-methyl-4-oxo-1,3(4H)-quinolinedicarboxylate). The yield is 49.5%. Reaction SMILES: [H-].[Na+].[C:3]([O:6][CH2:7][C:8]1[CH:9]=[C:10]([CH3:24])[CH:11]=[C:12]2[C:17]=1[N:16]=[CH:15][C:14]([C:18]([O:20][CH2:21][CH3:22])=[O:19])=[C:13]2[OH:23])(=[O:5])[CH3:4].Cl[C:26]([O:28][CH2:29][CH:30]([CH3:32])[CH3:31])=[O:27].C(O)(=O)C>CN1CCCC1=O.C(OCC)(=O)C>[C:3]([O:6][CH2:7][C:8]1[CH:9]=[C:10]([CH3:24])[CH:11]=[C:12]2[C:17]=1[N:16]([C:26]([O:28][CH2:29][CH:30]([CH3:32])[CH3:31])=[O:27])[CH:15]=[C:14]([C:18]([O:20][CH2:21][CH3:22])=[O:19])[C:13]2=[O:23])(=[O:5])[CH3:4] |f:0.1|. Procedure: Sodium hydride (3.1 g, 60% dispersion) is added at 0° C. to a stirred solution of ethyl 8-((acetyloxy)methyl)-4-hydroxy-6-methyl-3-quinolinecarboxylate (Preparation 25, 29.6 g) in N-methylpyrrolidinone (250 ml). The solution is allowed to warm to room temperature over 10 min and isobutyl chloroformate (25.5 g) is then added. After 30 min, acetic acid (3.6 g) is added. The solvent is evaporated under reduced pressure, and the residual oil is partitioned between ethyl acetate and water. The ethyl ... The reactants are ClC=1C=C(C(=O)OC2SC(=C(NC2=O)C)C2=CC=NC=C2)C=CC1 (2-(3-chlorobenzoyloxy)-5-methyl-6-(4-pyridinyl)-2H-1,4-thiazin-3(4H)-one), O1C=CC=C1 (furan). The solvent is C(C)#N (acetonitrile). Run at temperature 50 celsius, time 35 hour. The product is O1C(=CC=C1)C1SC(=C(NC1=O)C)C1=CC=NC=C1 (2-(2-furyl)-5-methyl-6-(4-pyridinyl)-2H-1,4-thiazin-3(4H)-one). Isolated yield 38.6%. Reaction SMILES: ClC1C=C(C=CC=1)C(O[CH:8]1[C:13](=[O:14])[NH:12][C:11]([CH3:15])=[C:10]([C:16]2[CH:21]=[CH:20][N:19]=[CH:18][CH:17]=2)[S:9]1)=O.[O:25]1[CH:29]=[CH:28][CH:27]=[CH:26]1>C(#N)C>[O:25]1[CH:29]=[CH:28][CH:27]=[C:26]1[CH:8]1[C:13](=[O:14])[NH:12][C:11]([CH3:15])=[C:10]([C:16]2[CH:17]=[CH:18][N:19]=[CH:20][CH:21]=2)[S:9]1. Reported procedure: Silica gel (Wakogel C-200, 0.03 g) was added as catalyst to a solution of 2-(3-chlorobenzoyloxy)-5-methyl-6-(4-pyridinyl)-2H-1,4-thiazin-3(4H)-one (0.79 g) and furan (0.30 g) in acetonitrile (30 ml) and the mixture was stirred at 50° C. for 35 hours. The mixture was chromatographed on silica gel (Wakogel C-200) column, using acetonitrile as an eluant. The residue was recrystallized from acetonitrile to give the titled compound (0.23 g, yield 37.7%) as pale orange crystals. Reactants: Nc1cc(Br)cnc1F, O=C([O-])[O-], C#CCN(C)C, [Cs+], [Cs+], CN(C)C=O. Yields the product CN(C)CC#Cc1cnc(F)c(N)c1. Reaction SMILES: [Br:1][c:2]1[cH:3][c:4]([NH2:9])[c:5]([F:8])[n:6][cH:7]1.[C:16](=[O:17])([O-:18])[O-:19].[CH3:10][N:11]([CH2:12][C:13]#[CH:14])[CH3:15].[Cs+:20].[Cs+:21].[O:22]=[CH:23][N:24]([CH3:25])[CH3:26]>>[c:2]1([C:14]#[C:13][CH2:12][N:11]([CH3:10])[CH3:15])[cH:3][c:4]([NH2:9])[c:5]([F:8])[n:6][cH:7]1.